Dataset: the Open Reaction Database (ORD), a public repository of structured organic reaction records. Task: describe an organic reaction: reactants, conditions, products, and yield The reactants are O(C1=CC=CC=C1)C(=O)NC1=NC=C(C(=N1)NCCC)C(=O)OCC (ethyl 2 -((phenoxycarbonyl)amino)-4-(propylamino)pyrimidine-5-carboxylate), NC1=CC=NC=C1 (4-aminopyridine), CN(C=O)C (N,N-dimethylformamide). The solvent is O (water). Conditions: temperature 70 celsius, time 30 minute. Yields the product C(CC)NC1=NC(=NC=C1C(=O)OCC)NC(=O)NC1=CC=NC=C1 (ethyl 4-(propylamino)-2-(3-(pyridin-4-yl)ureido)pyrimidine-5-carboxylate). Yield: 28.7%. RXN SMILES: O([C:8]([NH:10][C:11]1[N:16]=[C:15]([NH:17][CH2:18][CH2:19][CH3:20])[C:14]([C:21]([O:23][CH2:24][CH3:25])=[O:22])=[CH:13][N:12]=1)=[O:9])C1C=CC=CC=1.[NH2:26][C:27]1[CH:32]=[CH:31][N:30]=[CH:29][CH:28]=1.CN(C)C=O>O>[CH2:18]([NH:17][C:15]1[C:14]([C:21]([O:23][CH2:24][CH3:25])=[O:22])=[CH:13][N:12]=[C:11]([NH:10][C:8]([NH:26][C:27]2[CH:32]=[CH:31][N:30]=[CH:29][CH:28]=2)=[O:9])[N:16]=1)[CH2:19][CH3:20]. Reported procedure: To ethyl 2-((phenoxycarbonyl)amino)-4-(propylamino)pyrimidine-5-carboxylate (E7, 2.89 g) and 4-aminopyridine (3.16 g), N,N-dimethylformamide (30 mL) was added at room temperature, and the mixture was stirred at 70° C. for 30 minutes. The reaction mixture was cooled to room temperature, and then the reaction mixture was poured into water (300 mL). The solid matter was taken by filtration, and purified by silica gel column chromatography (eluent, ethyl acetate) to obtain ethyl 4-(propylamino)-2-(3... RXN SMILES: [Li:1]CCCC.[CH:6]([NH:9][CH:10]([CH3:12])[CH3:11])([CH3:8])[CH3:7].[CH:13](=[N:20][C@H:21]([C:23]([O:25][CH2:26][CH3:27])=[O:24])[CH3:22])[C:14]1[CH:19]=[CH:18][CH:17]=[CH:16][CH:15]=1.I[CH2:29][CH2:30][O:31][CH:32]1[CH2:37][CH2:36][CH2:35][CH2:34][O:33]1.N#N>CN(P(N(C)C)(N(C)C)=O)C.C1COCC1>[CH:6]([N-:9][CH:10]([CH3:12])[CH3:11])([CH3:8])[CH3:7].[Li+:1].[CH:13](=[N:20][C:21]([CH3:22])([CH2:29][CH2:30][O:31][CH:32]1[CH2:37][CH2:36][CH2:35][CH2:34][O:33]1)[C:23]([O:25][CH2:26][CH3:27])=[O:24])[C:14]1[CH:19]=[CH:18][CH:17]=[CH:16][CH:15]=1 |f:7.8|. Reported procedure: A solution of lithium diisopropylamide was prepared by dropwise addition of n-BuLi (Aldrich 1.6M in hexane, 228 mL, 0.365 mol) to a solution of diisopropylamine (Aldrich, 51.6 g, 0.51 mol) in a mixture of dry THF (700 mL) and dry HMPA (Aldrich, 40 mL) kept at 30°-40°. The solution was then cooled to -70° and a solution of ethyl N-benzylidene-l-alaninate 10A, 74.9 g, 0.365 mol) was added dropwise to the solution allowing the reaction mixture warm to -20° for several min. The resulting red solutio... Conditions: time 14 hour. Run in CN(C)P(=O)(N(C)C)N(C)C (HMPA), C1CCOC1 (THF). The product is C(C)(C)[N-]C(C)C.[Li+] (lithium diisopropylamide), C(C1=CC=CC=C1)=NC(C(=O)OCC)(CCOC1OCCCC1)C (ethyl 2-benzylideneamino-2-methyl-4-((tetrahydro-2Hpyran-2-yl)oxy)butyrate). The reactants are C(C1=CC=CC=C1)=N[C@@H](C)C(=O)OCC (Ethyl N-benzylidene-l-alaninate), ICCOC1OCCCC1 (2-(2-Iodoethoxy)tetrahydro-2-H-pyran), [Li]CCCC (n-BuLi), C(C)(C)NC(C)C (diisopropylamine), N#N (N2). Reactants: C(C=C)N(CCCN(C\C=C\CN(CCCN(C(=O)OC(C)(C)C)CC#C)C(=O)OC(C)(C)C)C(=O)OC(C)(C)C)C(=O)OC(C)(C)C ((E)-1-allyl-14-propargyl-1,5,10,14-tetra-BOC-1,5,10,14-tetraazatetradec-7-ene), Cl (hydrochloric acid). Product: Cl.Cl.Cl.Cl.C(C=C)NCCCNC\C=C\CNCCCNCC#C ((E)-1-Allyl-14-propargyl-1,5,10,14-tetraazatetradec-7-ene tetrahydrochloride). RXN SMILES: [CH2:1]([N:4](C(OC(C)(C)C)=O)[CH2:5][CH2:6][CH2:7][N:8](C(OC(C)(C)C)=O)[CH2:9]/[CH:10]=[CH:11]/[CH2:12][N:13](C(OC(C)(C)C)=O)[CH2:14][CH2:15][CH2:16][N:17]([CH2:25][C:26]#[CH:27])C(OC(C)(C)C)=O)[CH:2]=[CH2:3].[ClH:49]>>[ClH:49].[ClH:49].[ClH:49].[ClH:49].[CH2:1]([NH:4][CH2:5][CH2:6][CH2:7][NH:8][CH2:9]/[CH:10]=[CH:11]/[CH2:12][NH:13][CH2:14][CH2:15][CH2:16][NH:17][CH2:25][C:26]#[CH:27])[CH:2]=[CH2:3] |f:2.3.4.5.6|. Procedure details: A mixture of 0.22 g (0.324 mmol) of (E)-1-allyl-14-propargyl-1,5,10,14-tetra-BOC-1,5,10,14-tetraazatetradec-7-ene and 3.3 ml of 3N methanolic hydrochloric acid is reacted analogously to Example 8. The resulting title compound melts at >260° C. 1H-NMR (D2O): δ2.07-2.19(m,4H); 3.02(t,1H); 3.08-3.34(m,8H); 3.69(d,2H); 3.77(d,4H); 3.96(d,2H); 5.48-5.55(m,2H); 5.84-5.97(m,1H); 6.04-6.07(m,2H). Starting materials: C(C)(C)N1CCC(CC1)OC1=CC=2C=C3N(C2C=C1)[C@@H](CNC3=O)C ((R)-8-(1-Isopropyl-piperidin-4-yloxy)-4-methyl-3,4-dihydro-2H-pyrazino[1,2-a]indol-1-one), [H-].[Na+] (sodium hydride), BrCC=1C(=NOC1C)C1=CC=CC=C1 (4-(bromomethyl)-5-methyl-3-phenylisoxazol). Product: C(C)(C)N1CCC(CC1)OC1=CC=2C=C3N(C2C=C1)[C@@H](CN(C3=O)CC=3C(=NOC3C)C3=CC=CC=C3)C ((R)-8-(1-Isopropyl-piperidin-4-yloxy)-4-methyl-2-(5-methyl-3-phenyl-isoxazol-4-ylmethyl)-3,4-dihydro-2H-pyrazino[1,2-a]indol-1-one). Isolated yield 71.0%. RXN SMILES: [CH:1]([N:4]1[CH2:9][CH2:8][CH:7]([O:10][C:11]2[CH:19]=[CH:18][C:17]3[N:16]4[C@H:20]([CH3:25])[CH2:21][NH:22][C:23](=[O:24])[C:15]4=[CH:14][C:13]=3[CH:12]=2)[CH2:6][CH2:5]1)([CH3:3])[CH3:2].[H-].[Na+].Br[CH2:29][C:30]1[C:31]([C:36]2[CH:41]=[CH:40][CH:39]=[CH:38][CH:37]=2)=[N:32][O:33][C:34]=1[CH3:35]>>[CH:1]([N:4]1[CH2:9][CH2:8][CH:7]([O:10][C:11]2[CH:19]=[CH:18][C:17]3[N:16]4[C@H:20]([CH3:25])[CH2:21][N:22]([CH2:29][C:30]5[C:31]([C:36]6[CH:41]=[CH:40][CH:39]=[CH:38][CH:37]=6)=[N:32][O:33][C:34]=5[CH3:35])[C:23](=[O:24])[C:15]4=[CH:14][C:13]=3[CH:12]=2)[CH2:6][CH2:5]1)([CH3:3])[CH3:2] |f:1.2|. Reported procedure: The title compound was synthesized in analogy to example 17, from (R)-8-(1-isopropyl-piperidin-4-yloxy)-4-methyl-3,4-dihydro-2H-pyrazino[1,2-a]indol-1-one (example 8), sodium hydride and 4-(bromomethyl)-5-methyl-3-phenylisoxazol, to give the desired product as a brown oil (71%).